From a dataset of the Open Reaction Database (ORD), a public repository of structured organic reaction records. describe an organic reaction: reactants, conditions, products, and yield Starting materials: CCO, CCCCCCCCOC(=O)Cl, ClCCl, Cl, COC(=O)CCN(C(=O)c1ccc2c(c1)nc(CNc1ccc(C(=N)N)cc1)n2C)c1ccccc1. Yields the product CCCCCCCCOC(=O)NC(=N)c1ccc(NCc2nc3cc(C(=O)N(CCC(=O)OC)c4ccccc4)ccc3n2C)cc1. As a reaction SMILES: [CH2:50]([OH:51])[CH3:52].[Cl:38][C:39](=[O:40])[O:41][CH2:42][CH2:43][CH2:44][CH2:45][CH2:46][CH2:47][CH2:48][CH3:49].[Cl:53][CH2:54][Cl:55].[ClH:1].[c:2]1([N:8]([C:9](=[O:10])[c:11]2[cH:12][c:13]3[c:14]([n:15]([CH3:29])[c:16]([CH2:18][NH:19][c:20]4[cH:21][cH:22][c:23]([C:26]([NH2:27])=[NH:28])[cH:24][cH:25]4)[n:17]3)[cH:30][cH:31]2)[CH2:32][CH2:33][C:34](=[O:35])[O:36][CH3:37])[cH:3][cH:4][cH:5][cH:6][cH:7]1>>[c:2]1([N:8]([C:9](=[O:10])[c:11]2[cH:12][c:13]3[c:14]([n:15]([CH3:29])[c:16]([CH2:18][NH:19][c:20]4[cH:21][cH:22][c:23]([C:26](=[NH:27])[NH:28][C:39](=[O:40])[O:41][CH2:42][CH2:43][CH2:44][CH2:45][CH2:46][CH2:47][CH2:48][CH3:49])[cH:24][cH:25]4)[n:17]3)[cH:30][cH:31]2)[CH2:32][CH2:33][C:34](=[O:35])[O:36][CH3:37])[cH:3][cH:4][cH:5][cH:6][cH:7]1. Reactants: C(C)OC(=O)C=1C(=NC(=C(C1C(=O)OCC)[N+](=O)[O-])C1=CC=CC=C1)N1N=CN=C1 (3,4-diethoxycarbonyl-5-nitro-6-phenyl-2-(1,2,4-triazol-1-yl)pyridine), whereto, [H][H] (hydrogen). Reagents/catalysts: [Pd] (Pd-C). Run in C(C)(=O)OCC (ethyl acetate). The product is NC=1C(=NC(=C(C1C(=O)OCC)C(=O)OCC)N1N=CN=C1)C1=CC=CC=C1 (3-Amino-4,5-diethoxycarbonyl-2-phenyl-6-(1,2,4-triazol-1-yl)pyridine). Isolated yield 66.3%. RXN SMILES: [CH2:1]([O:3][C:4]([C:6]1[C:7]([N:26]2[CH:30]=[N:29][CH:28]=[N:27]2)=[N:8][C:9]([C:20]2[CH:25]=[CH:24][CH:23]=[CH:22][CH:21]=2)=[C:10]([N+:17]([O-])=O)[C:11]=1[C:12]([O:14][CH2:15][CH3:16])=[O:13])=[O:5])[CH3:2].[H][H]>C(OCC)(=O)C.[Pd]>[NH2:17][C:10]1[C:9]([C:20]2[CH:25]=[CH:24][CH:23]=[CH:22][CH:21]=2)=[N:8][C:7]([N:26]2[CH:30]=[N:29][CH:28]=[N:27]2)=[C:6]([C:4]([O:3][CH2:1][CH3:2])=[O:5])[C:11]=1[C:12]([O:14][CH2:15][CH3:16])=[O:13]. Procedure: In 25 ml of ethyl acetate was dissolved 0.35 g of 3,4-diethoxycarbonyl-5-nitro-6-phenyl-2-(1,2,4-triazol-1-yl)pyridine, whereto 0.2 g of 10% Pd-C (50% wet) was added. The mixture was stirred in a stream of hydrogen at room temperature for 2.5 hours. After the catalyst was removed by filtration, the filtrate was concentrated. The residue was subjected to silica gel column chromatography (eluent:chloroform/ethyl acetate 4:1), to give 0.215 g of the title compound. The reactants are C1(CC1)CN(C=1C=C(C(NN1)=O)O)C (6-((Cyclopropylmethyl)(methyl)amino)-4-hydroxypyridazin-3(2H)-one), C(C1=CC=CC=C1)OC=1C=C(N=NC1OCC1=CC=CC=C1)N(C)CC1CCCCC1 (5,6-bis(benzyloxy)-N-(cyclohexylmethyl)-N-methylpyridazin-3-amine), C(C1=CC=CC=C1)OC=1C=C(N=NC1OCC1=CC=CC=C1)N(C)CC1CCCCC1 (5,6-bis(benzyloxy)-N-(cyclohexylmethyl)-N-methylpyridazin-3-amine). Yields the product C1(CCCCC1)CN(C=1C=C(C(NN1)=O)O)C (6-((Cyclohexylmethyl)(methyl)amino)-4-hydroxypyridazin-3(2H)-one). Isolated yield 26.0%. Reaction SMILES: C1(CN(C)C2C=C(O)C(=O)NN=2)CC1.C([O:22][C:23]1[CH:24]=[C:25]([N:37]([CH2:39][CH:40]2[CH2:45][CH2:44][CH2:43][CH2:42][CH2:41]2)[CH3:38])[N:26]=[N:27][C:28]=1[O:29]CC1C=CC=CC=1)C1C=CC=CC=1>>[CH:40]1([CH2:39][N:37]([CH3:38])[C:25]2[CH:24]=[C:23]([OH:22])[C:28](=[O:29])[NH:27][N:26]=2)[CH2:41][CH2:42][CH2:43][CH2:44][CH2:45]1. Reported procedure: Prepared according to the procedure for 6-((cyclopropylmethyl)(methyl)amino)-4-hydroxypyridazin-3(2H)-one (Example 37) using 5,6-bis(benzyloxy)-N-(cyclohexylmethyl)-N-methylpyridazin-3-amine (Intermediate 47) but purified by reverse phase C18 chromatography, eluting with 5-100% acetonitrile/water with a 0.1% ammonia modifier in both the water and acetonitrile to give the title compound as a pale cream solid (45 mg, 26%). The reactants are ClC1=CC=C(C=C1)C1(N=C(N(C1(C)C1=CC=C(C=C1)Cl)C(=O)Cl)C1=C(C=CC(=C1)S(=O)(=O)C)OCC)C (rac-(4S*,5R*)-4,5-bis-(4-chloro-phenyl)-2-(2-ethoxy-5-methanesulfonyl-phenyl)-4,5-dimethyl-4,5-dihydro-imidazole-1-carbonyl chloride), Cl.Cl.CS(=O)(=O)CCCN1CCNCC1 (1-(3-methanesulfonyl-propyl)-piperazine dihydrochloride). The product is ClC1=CC=C(C=C1)[C@@]1(N=C(N([C@]1(C)C1=CC=C(C=C1)Cl)C(=O)N1CCN(CC1)CCCS(=O)(=O)C)C1=C(C=CC(=C1)S(=O)(=O)C)OCC)C ([(4S,5R)-4,5-Bis-(4-chloro-phenyl)-2-(2-ethoxy-5-methanesulfonyl-phenyl)-4,5-dimethyl-4,5-dihydro-imidazol-1-yl]-[4-(3-methanesulfonyl-propyl)-piperazin-1-yl]-methanone). Reaction SMILES: [Cl:1][C:2]1[CH:7]=[CH:6][C:5]([C:8]2([CH3:37])[C:12]([C:14]3[CH:19]=[CH:18][C:17]([Cl:20])=[CH:16][CH:15]=3)([CH3:13])[N:11]([C:21](Cl)=[O:22])[C:10]([C:24]3[CH:29]=[C:28]([S:30]([CH3:33])(=[O:32])=[O:31])[CH:27]=[CH:26][C:25]=3[O:34][CH2:35][CH3:36])=[N:9]2)=[CH:4][CH:3]=1.Cl.Cl.[CH3:40][S:41]([CH2:44][CH2:45][CH2:46][N:47]1[CH2:52][CH2:51][NH:50][CH2:49][CH2:48]1)(=[O:43])=[O:42]>>[Cl:1][C:2]1[CH:7]=[CH:6][C:5]([C@@:8]2([CH3:37])[C@:12]([C:14]3[CH:15]=[CH:16][C:17]([Cl:20])=[CH:18][CH:19]=3)([CH3:13])[N:11]([C:21]([N:50]3[CH2:51][CH2:52][N:47]([CH2:46][CH2:45][CH2:44][S:41]([CH3:40])(=[O:42])=[O:43])[CH2:48][CH2:49]3)=[O:22])[C:10]([C:24]3[CH:29]=[C:28]([S:30]([CH3:33])(=[O:31])=[O:32])[CH:27]=[CH:26][C:25]=3[O:34][CH2:35][CH3:36])=[N:9]2)=[CH:4][CH:3]=1 |f:1.2.3|. Procedure details: In a manner analogous to the method described in example 5, rac-(4S*,5R*)-4,5-bis-(4-chloro-phenyl)-2-(2-ethoxy-5-methanesulfonyl-phenyl)-4,5-dimethyl-4,5-dihydro-imidazole-1-carbonyl chloride was reacted with 1-(3-methanesulfonyl-propyl)-piperazine dihydrochloride (prepared as described in Fotouhi, N. et al. WO 2005110996) to give the title compound as a racemic mixture. The enantiomers were separated by supercritical fluid chromatography (Berger Instrument Multi-Gram II, Daicel ChiralPak OD-H ... Starting materials: CN(C1=CC=C(C=O)C=C1)C (4-dimethylaminobenzaldehyde), CN(C=1C=C(C(=O)O)C=CC1)C (3-dimethylaminobenzoic acid). Yields the product CN(C1=CC=C(C=C1)C1OC(=O)C2=CC(=CC=C12)N(C)C)C (3-(4-dimethylaminophenyl)-6-dimethylaminophthalide). Reaction SMILES: [CH3:1][N:2]([CH3:11])[C:3]1[CH:10]=[CH:9][C:6]([CH:7]=[O:8])=[CH:5][CH:4]=1.[CH3:12][N:13]([CH3:23])[C:14]1[CH:15]=[C:16]([CH:20]=[CH:21][CH:22]=1)[C:17](O)=[O:18]>>[CH3:1][N:2]([CH3:11])[C:3]1[CH:10]=[CH:9][C:6]([CH:7]2[C:20]3[C:16](=[CH:15][C:14]([N:13]([CH3:23])[CH3:12])=[CH:22][CH:21]=3)[C:17](=[O:18])[O:8]2)=[CH:5][CH:4]=1. Procedure: In a second synthetic route to CVL, which is also a multi-step synthesis, 4-dimethylaminobenzaldehyde is reacted with 3-dimethylaminobenzoic acid to obtain 3-(4-dimethylaminophenyl)-6-dimethylaminophthalide in the first step. In a second step, the 3-(4-dimethylaminophenyl)-6-dimethylaminophthalide from step one is interacted with N,N-dimethylaniline in the presence of a Friedel-Crafts type catalyst to obtain 2-[bis(4-dimethylaminophenyl)methyl]-5-dimethylaminobenzoic acid. In a third step, the b... The reactants are COC(=O)c1cccc([N+](=O)[O-])c1C, CO, Cl, [Fe], [Na+], [Na+], O=C([O-])[O-], O. Yields the product COC(=O)c1cccc(N)c1C. As a reaction SMILES: [CH3:1][c:2]1[c:3]([C:4](=[O:5])[O:6][CH3:7])[cH:8][cH:9][cH:10][c:11]1[N+:12]([O-:13])=[O:14].[CH3:23][OH:24].[ClH:15].[Fe:25].[Na+:17].[Na+:18].[O-:19][C:20](=[O:21])[O-:22].[OH2:16]>>[CH3:1][c:2]1[c:3]([C:4](=[O:5])[O:6][CH3:7])[cH:8][cH:9][cH:10][c:11]1[NH2:12].